From a dataset of the Open Reaction Database (ORD), a public repository of structured organic reaction records. describe an organic reaction: reactants, conditions, products, and yield The reactants are C(C=C)N(C(C1=C(C=CC(=C1)N1CCN(CC1)CCC(C1=CC=CC=C1)C1=CC=CC=C1)F)=O)C1CCCCC1 (N-Allyl-N-cyclohexyl-5-[4-(3,3-diphenyl-1-propyl)piperazin-1-yl]-2-fluorobenzamide), CC1=C(C(=O)O)C=C(C=C1)[N+](=O)[O-] (2-methyl-5-nitrobenzoic acid), CNC1CCCCC1 (N-methylcyclohexylamine). The product is C1(CCCCC1)N(C(C1=C(C=CC(=C1)N1CCN(CC1)CCC(C1=CC=CC=C1)C1=CC=CC=C1)C)=O)C (N-Cyclohexyl-5-[4-(3,3-diphenyl-1-propyl)piperazin-1-yl]-N-methyl-2-methylbenzamide). Reaction SMILES: C(N(C1CCCCC1)C(=O)C1C=C([N:12]2[CH2:17][CH2:16][N:15]([CH2:18][CH2:19][CH:20]([C:27]3[CH:32]=[CH:31][CH:30]=[CH:29][CH:28]=3)[C:21]3[CH:26]=[CH:25][CH:24]=[CH:23][CH:22]=3)[CH2:14][CH2:13]2)C=CC=1F)C=C.[CH3:41][C:42]1[CH:50]=[CH:49][C:48]([N+]([O-])=O)=[CH:47][C:43]=1[C:44]([OH:46])=O.[CH3:54][NH:55][CH:56]1[CH2:61][CH2:60][CH2:59][CH2:58][CH2:57]1>>[CH:56]1([N:55]([CH3:54])[C:44](=[O:46])[C:43]2[CH:47]=[C:48]([N:12]3[CH2:17][CH2:16][N:15]([CH2:18][CH2:19][CH:20]([C:21]4[CH:26]=[CH:25][CH:24]=[CH:23][CH:22]=4)[C:27]4[CH:32]=[CH:31][CH:30]=[CH:29][CH:28]=4)[CH2:14][CH2:13]3)[CH:49]=[CH:50][C:42]=2[CH3:41])[CH2:61][CH2:60][CH2:59][CH2:58][CH2:57]1. Reported procedure: Steps (a) and (b) of Example 59 were repeated, except that 2-methyl-5-nitrobenzoic acid was used instead of 2-fluoro-5-nitrobenzoic acid. Step (c) of Example 59 was then repeated, except that N-methylcyclohexylamine was used instead of N-allylcyclohexylamine. Thus, the title compound was prepared. The reactants are C1(CCCCC1)NC (N-cyclohexyl-N-methylamine), C([O-])([O-])=O.[K+].[K+] (potassium carbonate), [N+](=O)([O-])C1=CC=C(CBr)C=C1 (4-nitrobenzylbromide). Run in CN(C)C=O (DMF). Reaction conditions: time 5 hour. Yields the product C1(CCCCC1)N(CC1=CC=C(C=C1)[N+](=O)[O-])C (N-cyclohexyl-N-methyl-N-(4-nitrobenzyl)amine). Isolated yield 99.9%. As a reaction SMILES: [CH:1]1([NH:7][CH3:8])[CH2:6][CH2:5][CH2:4][CH2:3][CH2:2]1.C(=O)([O-])[O-].[K+].[K+].[N+:15]([C:18]1[CH:25]=[CH:24][C:21]([CH2:22]Br)=[CH:20][CH:19]=1)([O-:17])=[O:16]>CN(C=O)C>[CH:1]1([N:7]([CH3:8])[CH2:22][C:21]2[CH:24]=[CH:25][C:18]([N+:15]([O-:17])=[O:16])=[CH:19][CH:20]=2)[CH2:6][CH2:5][CH2:4][CH2:3][CH2:2]1 |f:1.2.3|. Procedure: In DMF (50 ml) was dissolved N-cyclohexyl-N-methylamine (12.5, 0.11 mol), and to the solution were added potassium carbonate (27.6, 0.20 mol) and 4-nitrobenzylbromide (21.6, 0.10 mol). The mixture was stirred at room temperature for 5 hours. Under reduced pressure, the reaction mixture was concentrated. To the residue was added ethyl acetate, and the mixture was extracted with water. The ethyl acetate layer was washed with saturated sodium chloride solution, dried with MgSO4 and concentrated und...